The task is: describe an organic reaction: reactants, conditions, products, and yield. This data is from the Open Reaction Database (ORD), a public repository of structured organic reaction records. Reactants: O=C([O-])O, O=C(Cl)OCc1ccccc1, COC(=O)C1CN(Cc2ccccc2)CC1C(C)CO[Si](C)(C)C(C)(C)C, ClCCl, [Na+], O. Product: COC(=O)C1CN(C(=O)OCc2ccccc2)CC1C(C)CO[Si](C)(C)C(C)(C)C. Reaction SMILES: [C:40](=[O:41])([OH:42])[O-:43].[CH2:1]([c:2]1[cH:3][cH:4][cH:5][cH:6][cH:7]1)[O:8][C:9](=[O:10])[Cl:11].[CH3:12][O:13][C:14](=[O:15])[CH:16]1[CH2:17][N:18]([CH2:32][c:33]2[cH:34][cH:35][cH:36][cH:37][cH:38]2)[CH2:19][CH:20]1[CH:21]([CH2:22][O:23][Si:24]([CH3:25])([CH3:26])[C:27]([CH3:28])([CH3:29])[CH3:30])[CH3:31].[Cl:45][CH2:46][Cl:47].[Na+:44].[OH2:39]>>[CH2:1]([c:2]1[cH:3][cH:4][cH:5][cH:6][cH:7]1)[O:8][C:9](=[O:10])[N:18]1[CH2:17][CH:16]([C:14]([O:13][CH3:12])=[O:15])[CH:20]([CH:21]([CH2:22][O:23][Si:24]([CH3:25])([CH3:26])[C:27]([CH3:28])([CH3:29])[CH3:30])[CH3:31])[CH2:19]1. Reactants: [N+](=O)([O-])C1=CC=C(C=C1)OP(OC=1C=C2C(=NNC2=CC1)C=1NC2=CC=CC=C2C1)(=O)C1=CC=CC=C1 (phenyl-phosphonic acid 3-(1H-indol-2-yl)-1H-indazol-5-yl ester 4-nitrophenyl ester), C(C)NCC (diethylamine), C(C)NP(=O)(C1=CC=CC=C1)CC=1C=C2C(=NNC2=CC1)C=1NC2=CC=CC=C2C1 ([3-(1H-indol-2-yl)-1H-indazol-5-ylmethyl]phenylphosphinic acid N-ethylamide), N12CCCCCC2=NCCC1 (1,8-diazabicyclo[5.4.0]undec-7-ene). The solvent is ClCCl (dichloromethane). Reaction conditions: time 8 hour. The product is N1C(=CC2=CC=CC=C12)C1=NNC2=CC=C(C=C12)OP(O)(=O)C1=CC=CC=C1 (Phenylphosphonic acid mono-[3-(1H-indol-2-yl)-1H-indazol-5-yl]ester). RXN SMILES: C(NP(CC1C=C2C(=CC=1)NN=C2C1NC2C(C=1)=CC=CC=2)(C1C=CC=CC=1)=O)C.[N+](C1C=CC([O:40][P:41]([C:62]2[CH:67]=[CH:66][CH:65]=[CH:64][CH:63]=2)(=[O:61])[O:42][C:43]2[CH:44]=[C:45]3[C:49](=[CH:50][CH:51]=2)[NH:48][N:47]=[C:46]3[C:52]2[NH:53][C:54]3[C:59]([CH:60]=2)=[CH:58][CH:57]=[CH:56][CH:55]=3)=CC=1)([O-])=O.C(NCC)C.N12CCCN=C1CCCCC2>ClCCl>[NH:53]1[C:54]2[C:59](=[CH:58][CH:57]=[CH:56][CH:55]=2)[CH:60]=[C:52]1[C:46]1[C:45]2[C:49](=[CH:50][CH:51]=[C:43]([O:42][P:41]([C:62]3[CH:63]=[CH:64][CH:65]=[CH:66][CH:67]=3)(=[O:40])[OH:61])[CH:44]=2)[NH:48][N:47]=1. Reported procedure: For the purpose of preparing the compound [3-(1H-indol-2-yl)-1H-indazol-5-ylmethyl]phenylphosphinic acid N-ethylamide, a solution of 150 mg of phenyl-phosphonic acid 3-(1H-indol-2-yl)-1H-indazol-5-yl ester 4-nitrophenyl ester (prepared according to procedure E) and 1.5 ml of diethylamine (2M solution in tetrahydrofuran) in dichloromethane (stabilized with amylene) is stirred at ambient temperature. 44 μl of 1,8-diazabicyclo[5.4.0]undec-7-ene (DBU) are added and the medium is stirred overnight at... The reactants are Cl.N1C(OC2(C3=C1N=CC=C3)CCNCC2)=O (spiro[piperidin-4,4′-pyrido[2,3-d][1,3]oxazin]-2′(1′H)-one hydrochloride), ClC1=CC(=NC(=N1)C)C(=O)C1=CC2=C(N(C(O2)=O)C)C(=C1)C (6-(6-chloro-2-methyl-pyrimidin-4-carbonyl)-3,4-dimethyl-3H-benzoxazol-2-one), CCN(C(C)C)C(C)C (DIPEA). Solvent: CN(C)C=O (DMF). Conditions: time 8 hour. The product is CN1C(OC2=C1C(=CC(=C2)C(=O)C2=CC(=NC(=N2)C)N2CCC1(C3=C(NC(O1)=O)N=CC=C3)CC2)C)=O (1-(6-(3,4-dimethyl-2-oxo-2,3-dihydrobenzo[d]oxazol-6-carbonyl)-2-methylpyrimidin-4-yl)spiro[piperidin-4,4′-pyrido[2,3-d][1,3]oxazin]-2′(1′H)-one). RXN SMILES: Cl.[NH:2]1[C:7]2[N:8]=[CH:9][CH:10]=[CH:11][C:6]=2[C:5]2([CH2:16][CH2:15][NH:14][CH2:13][CH2:12]2)[O:4][C:3]1=[O:17].Cl[C:19]1[N:24]=[C:23]([CH3:25])[N:22]=[C:21]([C:26]([C:28]2[CH:38]=[C:37]([CH3:39])[C:31]3[N:32]([CH3:36])[C:33](=[O:35])[O:34][C:30]=3[CH:29]=2)=[O:27])[CH:20]=1.CCN(C(C)C)C(C)C>CN(C=O)C>[CH3:36][N:32]1[C:31]2[C:37]([CH3:39])=[CH:38][C:28]([C:26]([C:21]3[N:22]=[C:23]([CH3:25])[N:24]=[C:19]([N:14]4[CH2:13][CH2:12][C:5]5([O:4][C:3](=[O:17])[NH:2][C:7]6[N:8]=[CH:9][CH:10]=[CH:11][C:6]5=6)[CH2:16][CH2:15]4)[CH:20]=3)=[O:27])=[CH:29][C:30]=2[O:34][C:33]1=[O:35] |f:0.1|. Procedure: 77 mg (0.30 mmol) spiro[piperidin-4,4′-pyrido[2,3-d][1,3]oxazin]-2′(1′H)-one hydrochloride, 88 mg (0.28 mmol) 6-(6-chloro-2-methyl-pyrimidin-4-carbonyl)-3,4-dimethyl-3H-benzoxazol-2-one and 0.17 mL (1.0 mmol) DIPEA were combined in 2 mL DMF and stirred overnight at RT. Then the reaction mixture was purified by preparative HPLC-MS. The fractions containing the product were combined and the organic solvent was evaporated down. The residue was neutralised with 4N aqueous sodium hydroxide solution. ... Starting materials: BrC1=C2N=CNC2=NC=N1 (6-bromo-9H-purine), NC(C)C=1C(=C(C(=C(C1)Cl)C)C=1C=NC(=NC1)N(C)C)OC (5-[3-(1-aminoethyl)-5-chloro-2-methoxy-6-methylphenyl]-N,N-dimethylpyrimidin-2-amine), C(C)(C)N(C(C)C)CC (N,N-diisopropylethylamine). Run in C(C)(C)O (isopropyl alcohol). Conditions: temperature 90 celsius. Yields the product ClC=1C(=C(C(=C(C1)C(C)NC1=C2N=CNC2=NC=N1)OC)C=1C=NC(=NC1)N(C)C)C (N-(1-{5-chloro-3-[2-(dimethylamino)pyrimidin-5-yl]-2-methoxy-4-methylphenyl}ethyl)-9H-purin-6-amine). Reaction SMILES: Br[C:2]1[N:10]=[CH:9][N:8]=[C:7]2[C:3]=1[N:4]=[CH:5][NH:6]2.[NH2:11][CH:12]([C:14]1[C:15]([O:31][CH3:32])=[C:16]([C:22]2[CH:23]=[N:24][C:25]([N:28]([CH3:30])[CH3:29])=[N:26][CH:27]=2)[C:17]([CH3:21])=[C:18]([Cl:20])[CH:19]=1)[CH3:13].C(N(CC)C(C)C)(C)C>C(O)(C)C>[Cl:20][C:18]1[C:17]([CH3:21])=[C:16]([C:22]2[CH:27]=[N:26][C:25]([N:28]([CH3:30])[CH3:29])=[N:24][CH:23]=2)[C:15]([O:31][CH3:32])=[C:14]([CH:12]([NH:11][C:2]2[N:10]=[CH:9][N:8]=[C:7]3[C:3]=2[N:4]=[CH:5][NH:6]3)[CH3:13])[CH:19]=1. Reported procedure: A mixture of 6-bromo-9H-purine (41 mg, 0.20 mmol), 5-[3-(1-aminoethyl)-5-chloro-2-methoxy-6-methylphenyl]-N,N-dimethylpyrimidin-2-amine (60 mg, 0.2 mmol), and N,N-diisopropylethylamine (0.065 mL, 0.37 mmol) in isopropyl alcohol (0.7 mL) was heated at 90° C. under nitrogen overnight. The mixture was evaporated and the resulting mixture was purified on RP-HPLC (XBridge C18 Column, eluting with a gradient of acetonitrile in water with 0.2% ammonium hydroxide, at flow rate of 30 mL/min) to give the ... Starting materials: [Cu], Ic1ccccc1, [K+], c1ccc(Nc2ccccc2)cc1, [OH-]. Yields the product c1ccc(N(c2ccccc2)c2ccccc2)cc1. RXN SMILES: [Cu:23].[I:1][c:2]1[cH:3][cH:4][cH:5][cH:6][cH:7]1.[K+:22].[NH:8]([c:9]1[cH:10][cH:11][cH:12][cH:13][cH:14]1)[c:15]1[cH:16][cH:17][cH:18][cH:19][cH:20]1.[OH-:21]>>[c:2]1([N:8]([c:9]2[cH:10][cH:11][cH:12][cH:13][cH:14]2)[c:15]2[cH:16][cH:17][cH:18][cH:19][cH:20]2)[cH:3][cH:4][cH:5][cH:6][cH:7]1. Reactants: O=C1CCC(=O)N1Br, Cc1cccc2c(-c3ccc(Br)cc3)onc12, O=C(OOC(=O)c1ccccc1)c1ccccc1, ClC(Cl)(Cl)Cl. Product: BrCc1cccc2c(-c3ccc(Br)cc3)onc12. RXN SMILES: [Br:18][N:19]1[C:20](=[O:21])[CH2:22][CH2:23][C:24]1=[O:25].[Br:1][c:2]1[cH:3][cH:4][c:5](-[c:8]2[o:9][n:10][c:11]3[c:12]2[cH:13][cH:14][cH:15][c:16]3[CH3:17])[cH:6][cH:7]1.[C:26]([O:27][O:28][C:29](=[O:30])[c:31]1[cH:32][cH:33][cH:34][cH:35][cH:36]1)(=[O:37])[c:38]1[cH:39][cH:40][cH:41][cH:42][cH:43]1.[C:44]([Cl:45])([Cl:46])([Cl:47])[Cl:48]>>[Br:1][c:2]1[cH:3][cH:4][c:5](-[c:8]2[o:9][n:10][c:11]3[c:12]2[cH:13][cH:14][cH:15][c:16]3[CH2:17][Br:18])[cH:6][cH:7]1.